describe an organic reaction: reactants, conditions, products, and yield From a dataset of the Open Reaction Database (ORD), a public repository of structured organic reaction records. As a reaction SMILES: [CH3:49][S:50]([CH3:51])=[O:52].[CH3:55][CH2:56][O:57][C:58]([CH3:59])=[O:60].[CH3:61][OH:62].[Cu:53][I:54].[I:1][c:2]1[n:3][n:4]([CH2:9][C:10](=[O:11])[N:12]2[CH2:13][CH2:14][N:15]([c:18]3[cH:19][c:20]([O:25][CH3:26])[c:21]([Cl:24])[cH:22][cH:23]3)[CH2:16][CH2:17]2)[c:5]([CH3:8])[c:6]1[Cl:7].[K+:43].[K+:44].[O-:45][C:46]([O-:47])=[O:48].[OH:32][c:33]1[cH:34][cH:35][cH:36][c:37]2[c:38]1[n:39][cH:40][cH:41][cH:42]2.[nH:27]1[n:28][n:29][cH:30][cH:31]1>>[c:2]1(-[n:27]2[n:28][n:29][cH:30][cH:31]2)[n:3][n:4]([CH2:9][C:10](=[O:11])[N:12]2[CH2:13][CH2:14][N:15]([c:18]3[cH:19][c:20]([O:25][CH3:26])[c:21]([Cl:24])[cH:22][cH:23]3)[CH2:16][CH2:17]2)[c:5]([CH3:8])[c:6]1[Cl:7]. The product is COc1cc(N2CCN(C(=O)Cn3nc(-n4ccnn4)c(Cl)c3C)CC2)ccc1Cl. Starting materials: CS(C)=O, CCOC(C)=O, CO, [Cu]I, COc1cc(N2CCN(C(=O)Cn3nc(I)c(Cl)c3C)CC2)ccc1Cl, [K+], [K+], O=C([O-])[O-], Oc1cccc2cccnc12, c1c[nH]nn1. The reactants are Intermediate 36, Intermediate 20, COC1=C(C=C(C=C1)CCC(=O)O)C1=CC2=CC=CC=C2C=C1 (3-[4-methoxy-3-(naphthalen-2-yl)phenyl]propionic acid), N1=CC=CC=C1 (pyridine), Cl (hydrochloric acid), S(=O)(Cl)Cl (thionyl chloride), Intermediate 1. Solvent: CO (methanol). The product is OC1=C(C=C(C=C1)CCC(=O)OC)C1=CC2=CC=CC=C2C=C1 (methyl 3-[4-hydroxy-3-(naphthalen-2-yl)phenyl]propionate). Reaction SMILES: C[O:2][C:3]1[CH:8]=[CH:7][C:6]([CH2:9][CH2:10][C:11]([OH:13])=[O:12])=[CH:5][C:4]=1[C:14]1[CH:23]=[CH:22][C:21]2[C:16](=[CH:17][CH:18]=[CH:19][CH:20]=2)[CH:15]=1.N1C=CC=C[CH:25]=1.Cl.S(Cl)(Cl)=O>CO>[OH:2][C:3]1[CH:8]=[CH:7][C:6]([CH2:9][CH2:10][C:11]([O:13][CH3:25])=[O:12])=[CH:5][C:4]=1[C:14]1[CH:23]=[CH:22][C:21]2[C:16](=[CH:17][CH:18]=[CH:19][CH:20]=2)[CH:15]=1. Procedure details: According to the procedure described in the synthesis method of Intermediate 20 in Reference Example 6 (Step f), Intermediate 35 (551 mg), pyridine and concentrated hydrochloric acid (5 ml each) were reacted and treated. According to the procedure described in the synthesis method of Intermediate 1 in Reference Example 1 (Step c), the obtained residue was reacted with thionyl chloride (0.33 ml) in methanol to obtain the title compound (Intermediate 36, 531 mg). Reactants: Brc1ccc2c(c1)CCN2, CO, CCOC(C)=O, CC(C)S(=O)(=O)Cl. Yields the product CC(C)S(=O)(=O)N1CCc2cc(Br)ccc21. As a reaction SMILES: [Br:1][c:2]1[cH:3][c:4]2[c:8]([cH:9][cH:10]1)[NH:7][CH2:6][CH2:5]2.[CH3:18][OH:19].[CH3:20][CH2:21][O:22][C:23](=[O:24])[CH3:25].[CH:11]([CH3:12])([CH3:13])[S:14](=[O:15])(=[O:16])[Cl:17]>>[Br:1][c:2]1[cH:3][c:4]2[c:8]([cH:9][cH:10]1)[N:7]([S:14]([CH:11]([CH3:12])[CH3:13])(=[O:15])=[O:16])[CH2:6][CH2:5]2. Starting materials: C[Mg]Br (methylmagnesium bromide), CCOCC (ether), ClC1=CC=C2C=C(N(C2=C1)C1=CC(=CC=C1)F)C=O (6-chloro-1-(3-fluorophenyl)-1H-indole-2-carbaldehyde). Run in O1CCCC1 (tetrahydrofuran). Run at time 1 hour. Product: ClC1=CC=C2C=C(N(C2=C1)C1=CC(=CC=C1)F)C(C)O (1-[6-Chloro-1-(3-fluorophenyl)-1H-indol-2-yl]ethanol). As a reaction SMILES: [Cl:1][C:2]1[CH:10]=[C:9]2[C:5]([CH:6]=[C:7]([CH:18]=[O:19])[N:8]2[C:11]2[CH:16]=[CH:15][CH:14]=[C:13]([F:17])[CH:12]=2)=[CH:4][CH:3]=1.[CH3:20][Mg]Br.CCOCC>O1CCCC1>[Cl:1][C:2]1[CH:10]=[C:9]2[C:5]([CH:6]=[C:7]([CH:18]([OH:19])[CH3:20])[N:8]2[C:11]2[CH:16]=[CH:15][CH:14]=[C:13]([F:17])[CH:12]=2)=[CH:4][CH:3]=1. Reported procedure: To a mixture of 6-chloro-1-(3-fluorophenyl)-1H-indole-2-carbaldehyde (50 mg, 0.18 mmol) in tetrahydrofuran (5 mL) was added 3.0 M methylmagnesium bromide in ether (0.091 mL, 0.27 mmol). The reaction was stirred at room temperature for 1 hour, quenched with water, and then extracted with ethyl acetate (EtOAc). The combined organic layers were washed with brine, dried over MgSO4 and concentrated to give the desired product (51 mg). The crude product was used directly in next step. LCMS calculated ... Reactants: [Br-], C1CCOC1, C[Mg+], O=C(O)CC1CCC(=O)CC1. Yields the product CC1(O)CCC(CC(=O)O)CC1. RXN SMILES: [Br-:1].[CH2:15]1[O:16][CH2:17][CH2:18][CH2:19]1.[CH3:2][Mg+:3].[O:4]=[C:5]1[CH2:6][CH2:7][CH:8]([CH2:11][C:12](=[O:13])[OH:14])[CH2:9][CH2:10]1>>[CH3:2][C:5]1([OH:4])[CH2:6][CH2:7][CH:8]([CH2:11][C:12](=[O:13])[OH:14])[CH2:9][CH2:10]1. Starting materials: CI, CN(C)C=O, COC(C)(C)C, CC(CO)CO[Si](C(C)C)(C(C)C)C(C)C, [H-], [Na+]. Product: COCC(C)CO[Si](C(C)C)(C(C)C)C(C)C. As a reaction SMILES: [CH3:19][I:20].[CH3:21][N:22]([CH3:23])[CH:24]=[O:25].[CH3:26][O:27][C:28]([CH3:29])([CH3:30])[CH3:31].[CH3:3][CH:4]([CH2:5][OH:6])[CH2:7][O:8][Si:9]([CH:10]([CH3:11])[CH3:12])([CH:13]([CH3:14])[CH3:15])[CH:16]([CH3:17])[CH3:18].[H-:1].[Na+:2]>>[CH3:3][CH:4]([CH2:5][O:6][CH3:19])[CH2:7][O:8][Si:9]([CH:10]([CH3:11])[CH3:12])([CH:13]([CH3:14])[CH3:15])[CH:16]([CH3:17])[CH3:18].